Dataset: the Open Reaction Database (ORD), a public repository of structured organic reaction records. Task: describe an organic reaction: reactants, conditions, products, and yield Starting materials: [OH-].[Na+] (sodium hydroxide), BrC1=CC(=C(S1)SC1=CC=C(C=C1)Cl)C(OC)OC (5-bromo-2-(4-chlorophenylthio)-3-(dimethoxymethyl)thiophene), C(=O)=O (Dry ice), C(CCC)[Li] (n-Butyl lithium). Run in O (Water), O1CCCC1 (tetrahydrofuran). Conditions: time 5 minute. The product is ClC1=CC=C(C=C1)SC=1SC(=CC1C=O)C(=O)O (2-(4-chlorophenylthio)-3-formyl-5-thiophenecarboxylic acid). Yield: 53.4%. RXN SMILES: Br[C:2]1[S:6][C:5]([S:7][C:8]2[CH:13]=[CH:12][C:11]([Cl:14])=[CH:10][CH:9]=2)=[C:4]([CH:15]([O:18]C)OC)[CH:3]=1.C([Li])CCC.[C:25](=[O:27])=[O:26].[OH-].[Na+]>O1CCCC1.O>[Cl:14][C:11]1[CH:10]=[CH:9][C:8]([S:7][C:5]2[S:6][C:2]([C:25]([OH:27])=[O:26])=[CH:3][C:4]=2[CH:15]=[O:18])=[CH:13][CH:12]=1 |f:3.4|. Procedure details: In an argon atmosphere, 5-bromo-2-(4-chlorophenylthio)-3-(dimethoxymethyl)thiophene (1.04 g, 2.75 mmol) was dissolved in tetrahydrofuran (15 mL) and the mixture was cooled to −78° C. n-Butyl lithium (1.6 mol/L hexane solution; 2.5 mL, 4.1 mmol) was added thereto, followed by stirring for 5 minutes. Dry ice (about 1 g) was added thereto, followed by stirring for 10 minutes. Water and 1 mol/L sodium hydroxide aqueous solution was added to the reaction liquid so that pH becomes 10, and the mixture ... Starting materials: CCOC(C)=O, [O-][Cl+3]([O-])([O-])O, C1CCNC1, O, c1ccccc1, O=Cc1ccc[nH]1. The product is [O-][Cl+3]([O-])([O-])[O-], C(c1ccc[nH]1)=[N+]1CCCC1. RXN SMILES: [CH3:17][CH2:18][O:19][C:20](=[O:21])[CH3:22].[Cl+3:1]([O-:2])([O-:3])([O-:4])[OH:5].[NH:6]1[CH2:7][CH2:8][CH2:9][CH2:10]1.[OH2:30].[cH:11]1[cH:12][cH:13][cH:14][cH:15][cH:16]1.[nH:23]1[c:24]([CH:28]=[O:29])[cH:25][cH:26][cH:27]1>>[Cl+3:1]([O-:2])([O-:3])([O-:4])[O-:5].[N+:6]1(=[CH:28][c:24]2[nH:23][cH:27][cH:26][cH:25]2)[CH2:7][CH2:8][CH2:9][CH2:10]1. Reactants: ON=C(C)C1=CC=C(C=C1)NC(=O)NCC(=O)OC1=CC=CC=C1 (N-[4-(1-hydroxyiminoethyl)phenyl]-N'-phenoxycarbonylmethylurea), C[O-].[Na+] (sodium methoxide), C(C=C)Br (allyl bromide). Run in O (water). Yields the product C(C=C)ON=C(C)C1=CC=C(C=C1)NC(=O)NCC(=O)OC1=CC=CC=C1 (N-[4-(1-allyloxyiminoethyl)phenyl]-N'-phenoxycarbonylmethylurea). RXN SMILES: [OH:1][N:2]=[C:3]([C:5]1[CH:10]=[CH:9][C:8]([NH:11][C:12]([NH:14][CH2:15][C:16]([O:18][C:19]2[CH:24]=[CH:23][CH:22]=[CH:21][CH:20]=2)=[O:17])=[O:13])=[CH:7][CH:6]=1)[CH3:4].C[O-].[Na+].[CH2:28](Br)[CH:29]=[CH2:30]>O>[CH2:30]([O:1][N:2]=[C:3]([C:5]1[CH:6]=[CH:7][C:8]([NH:11][C:12]([NH:14][CH2:15][C:16]([O:18][C:19]2[CH:20]=[CH:21][CH:22]=[CH:23][CH:24]=2)=[O:17])=[O:13])=[CH:9][CH:10]=1)[CH3:4])[CH:29]=[CH2:28] |f:1.2|. Procedure: A solution of the N-[4-(1-hydroxyiminoethyl)phenyl]-N'-phenoxycarbonylmethylurea in 25% methanolic sodium methoxide (1.0 equivalent) is treated at room temperature with 1.1 equivalent of allyl bromide. The reaction mixture is stirred until the temperature falls to about 20° C. The reaction mixture is then poured into cold water and extracted with diethyl ether. The ether solution is dried over MgSO4 and filtered, and the solvent is removed by rotary evaporator to yield the product N-[4-(1-allylo... Starting materials: [Ba+2], COC(=O)C12CCCC(C(=O)OC)(CC1)CC2, CO, [OH-], [OH-], O, O, O, O, O, O, O, O, O. Yields the product COC(=O)C12CCCC(C(=O)O)(CC1)CC2. As a reaction SMILES: [Ba+2:27].[C:1]12([C:14](=[O:15])[O:16][CH3:17])[CH2:2][CH2:3][CH2:4][C:5]([C:10](=[O:11])[O:12][CH3:13])([CH2:6][CH2:7]1)[CH2:8][CH2:9]2.[CH3:29][OH:30].[OH-:26].[OH-:28].[OH2:18].[OH2:19].[OH2:20].[OH2:21].[OH2:22].[OH2:23].[OH2:24].[OH2:25].[OH2:31]>>[C:1]12([C:14](=[O:15])[OH:16])[CH2:2][CH2:3][CH2:4][C:5]([C:10](=[O:11])[O:12][CH3:13])([CH2:6][CH2:7]1)[CH2:8][CH2:9]2. Starting materials: FC(CC)(F)C1=NN2C(N=C(C=C2O)C)=N1 (2-(1,1-difluoropropyl)-5-methyl[1,2,4]triazolo[1,5-a]pyrimidin-7-ol), P(=O)(Cl)(Cl)Cl (phosphorus oxychloride), C(=O)([O-])[O-].[Na+].[Na+] (Na2CO3). Solvent: O (water). Yields the product ClC1=CC(=NC=2N1N=C(N2)C(CC)(F)F)C (7-chloro-2-(1,1-difluoropropyl)-5-methyl[1,2,4]triazolo[1,5-a]pyrimidine). RXN SMILES: [F:1][C:2]([C:6]1[N:16]=[C:9]2[N:10]=[C:11]([CH3:15])[CH:12]=[C:13](O)[N:8]2[N:7]=1)([F:5])[CH2:3][CH3:4].P(Cl)(Cl)([Cl:19])=O.C([O-])([O-])=O.[Na+].[Na+]>O>[Cl:19][C:13]1[N:8]2[N:7]=[C:6]([C:2]([F:5])([F:1])[CH2:3][CH3:4])[N:16]=[C:9]2[N:10]=[C:11]([CH3:15])[CH:12]=1 |f:2.3.4|. Procedure: A suspension of Intermediate 6 (0.660 g, 2.89 mmol) in phosphorus oxychloride (ALDRICH, 0.404 mL, 43.4 mmol) was heated under reflux for 2 h, the starting material dissolving during the process. The mixture was slowly added to a mixture of water and ice. The resulting solution was neutralized with solid Na2CO3 and extracted with DCM (25 mL). The aqueous layer was further extracted with DCM (2×5 mL) and the combined organic layers were washed with water (20 mL); then with brine (20 mL), and dried...